Task: describe an organic reaction: reactants, conditions, products, and yield. Dataset: the Open Reaction Database (ORD), a public repository of structured organic reaction records Starting materials: FC1=C(C=CC=C1)C1C(CN(CC1)C(C(F)(F)F)=O)CN(C(OC(C)(C)C)=O)[C@H](C)C1=CC=CC2=CC=CC=C12 (tert-butyl {[4-(2-fluorophenyl)-1-(trifluoroacetyl)piperidin-3-yl]methyl}[(1R)-1-(1-naphthyl)ethyl]carbamate). Run in C1CCOC1 (THF), CO (methanol), [OH-].[Na+] (sodium hydroxide). Reaction conditions: time 30 minute. The product is FC1=C(C=CC=C1)C1C(CNCC1)CN(C(OC(C)(C)C)=O)[C@H](C)C1=CC=CC2=CC=CC=C12 (tert-butyl {[4-(2-fluorophenyl)piperidin-3-yl]methyl}[(1R)-1-(1-naphthyl)ethyl]carbamate), crude product. RXN SMILES: [F:1][C:2]1[CH:7]=[CH:6][CH:5]=[CH:4][C:3]=1[CH:8]1[CH2:13][CH2:12][N:11](C(=O)C(F)(F)F)[CH2:10][CH:9]1[CH2:20][N:21]([C@@H:29]([C:31]1[C:40]2[C:35](=[CH:36][CH:37]=[CH:38][CH:39]=2)[CH:34]=[CH:33][CH:32]=1)[CH3:30])[C:22](=[O:28])[O:23][C:24]([CH3:27])([CH3:26])[CH3:25]>C1COCC1.CO.[OH-].[Na+]>[F:1][C:2]1[CH:7]=[CH:6][CH:5]=[CH:4][C:3]=1[CH:8]1[CH2:13][CH2:12][NH:11][CH2:10][CH:9]1[CH2:20][N:21]([C@@H:29]([C:31]1[C:40]2[C:35](=[CH:36][CH:37]=[CH:38][CH:39]=2)[CH:34]=[CH:33][CH:32]=1)[CH3:30])[C:22](=[O:28])[O:23][C:24]([CH3:26])([CH3:25])[CH3:27] |f:3.4|. Reported procedure: 695 mg of tert-butyl {[4-(2-fluorophenyl)-1-(trifluoroacetyl)piperidin-3-yl]methyl}[(1R)-1-(1-naphthyl)ethyl]carbamate was dissolved in 5 mL of THF-2 mL of methanol, and 1 mL of a 1 M aqueous sodium hydroxide solution was added thereto, followed by stirring at room temperature for 30 minutes. The reaction mixture was concentrated under reduced pressure, and chloroform was added to the obtained residue, followed by drying over anhydrous sodium sulfate. After filtration, the filtrate was concentra... Reaction SMILES: [CH3:1][N:2]([NH2:3])[S:4](=[O:5])(=[O:6])[CH3:7].[CH3:25][C:26]#[N:27].[Cl:14][c:15]1[c:16]([C:17](=[O:18])[Cl:19])[c:20]([F:24])[cH:21][cH:22][cH:23]1.[cH:8]1[cH:9][cH:10][n:11][cH:12][cH:13]1>>[CH3:1][N:2]([NH:3][C:17]([c:16]1[c:15]([Cl:14])[cH:23][cH:22][cH:21][c:20]1[F:24])=[O:18])[S:4](=[O:5])(=[O:6])[CH3:7]. The product is CN(NC(=O)c1c(F)cccc1Cl)S(C)(=O)=O. Starting materials: CN(N)S(C)(=O)=O, CC#N, O=C(Cl)c1c(F)cccc1Cl, c1ccncc1. The product is BrCCCCCCCCCCCCCCCC(=O)OC (methyl 16-bromohexadecanoate). RXN SMILES: [Br:1][CH2:2][CH2:3][CH2:4][CH2:5][CH2:6][CH2:7][CH2:8][CH2:9][CH2:10][CH2:11][CH2:12][CH2:13][CH2:14][CH2:15][CH2:16][C:17]([OH:19])=[O:18].S(=O)(=O)(O)O.[CH3:25]O>>[Br:1][CH2:2][CH2:3][CH2:4][CH2:5][CH2:6][CH2:7][CH2:8][CH2:9][CH2:10][CH2:11][CH2:12][CH2:13][CH2:14][CH2:15][CH2:16][C:17]([O:19][CH3:25])=[O:18]. Reactants: BrCCCCCCCCCCCCCCCC(=O)O (16-bromohexadecanoic acid), S(O)(O)(=O)=O (sulfuric acid), CO (methanol). Reported procedure: A mixture of 22 g. of 16-bromohexadecanoic acid and 200 ml. of methanol is treated with 1.0 ml. of concentrated sulfuric acid and stirred under reflux for 24 hours. The mixture is treated with 10 g. of sodium acetate and the solvent is evaporated. The residue is partially soluble in 300 ml. of ether and the mixture is filtered. The ether solution is dried over magnesium sulfate and evaporated. The residue is crystallized from petroleum ether to yield methyl 16-bromohexadecanoate as a white solid... The reactants are ClC1=CC=C(C2=CC=CC=C12)O (4-chloro-1-naphthol), [Na+].[Cl-] (NaCl), OO (hydrogen peroxide), Cl (HCl). Run in C(C(CO)(CO)N)O (Tris), CO (methanol), C(C(CO)(CO)N)O (Tris). Product: ClC1=C(C2=CC=CC=C2C=C1)O (Chloro-Naphthol). RXN SMILES: Cl[C:2]1[C:11]2[C:6](=[CH:7][CH:8]=[CH:9][CH:10]=2)[C:5]([OH:12])=[CH:4][CH:3]=1.OO.[ClH:15].[Na+].[Cl-]>C(O)C(N)(CO)CO.CO>[Cl:15][C:4]1[CH:3]=[CH:2][C:11]2[C:6](=[CH:7][CH:8]=[CH:9][CH:10]=2)[C:5]=1[OH:12] |f:3.4|. Procedure: Mix 1 volume of 3 mg 4-chloro-1-naphthol per ml. methanol with 5 volumes of a solution of 0.018% hydrogen peroxide in Tris buffered saline (20 mM Tris. HCl, 500 mM NaCl, pH 7.5). This mixture provides a complete chromogenic mixture for peroxidase. Filter paper can be impregnated with the mixture as above, and rehydrated prior to use as noted above. The reactants are CCOC(CC1(C#N)CCCCC1)OCC, CCO, [Na], O. The product is CCOC(CC1(CN)CCCCC1)OCC. Reaction SMILES: [CH2:1]([CH3:2])[O:3][CH:4]([CH2:5][C:6]1([C:12]#[N:13])[CH2:7][CH2:8][CH2:9][CH2:10][CH2:11]1)[O:14][CH2:15][CH3:16].[CH3:19][CH2:20][OH:21].[Na:17].[OH2:18]>>[CH2:1]([CH3:2])[O:3][CH:4]([CH2:5][C:6]1([CH2:12][NH2:13])[CH2:7][CH2:8][CH2:9][CH2:10][CH2:11]1)[O:14][CH2:15][CH3:16]. Starting materials: BrC=1C=C(C=CC1)C1=NN2C(N=C(C(=C2Cl)[C@@H](C(=O)OC)O)C)=C1 ((S)-methyl 2-(2-(3-bromophenyl)-7-chloro-5-methylpyrazolo[1,5-a]pyrimidin-6-yl)-2-hydroxyacetate), C(C)(C)(C)OC(C)=O (t-butylacetate), Cl(=O)(=O)(=O)O (perchloric acid). Solvent: C(Cl)Cl (DCM). Reaction conditions: time 3 hour. Yields the product BrC=1C=C(C=CC1)C1=NN2C(N=C(C(=C2Cl)[C@@H](C(=O)OC)OC(C)(C)C)C)=C1 ((S)-methyl 2-(2-(3-bromophenyl)-7-chloro-5-methylpyrazolo[1,5-a]pyrimidin-6-yl)-2-(tert-butoxy)acetate). The yield is 64.3%. RXN SMILES: [Br:1][C:2]1[CH:3]=[C:4]([C:8]2[CH:24]=[C:11]3[N:12]=[C:13]([CH3:23])[C:14]([C@H:17]([OH:22])[C:18]([O:20][CH3:21])=[O:19])=[C:15]([Cl:16])[N:10]3[N:9]=2)[CH:5]=[CH:6][CH:7]=1.[C:25](OC(=O)C)([CH3:28])([CH3:27])[CH3:26].Cl(O)(=O)(=O)=O>C(Cl)Cl>[Br:1][C:2]1[CH:3]=[C:4]([C:8]2[CH:24]=[C:11]3[N:12]=[C:13]([CH3:23])[C:14]([C@H:17]([O:22][C:25]([CH3:28])([CH3:27])[CH3:26])[C:18]([O:20][CH3:21])=[O:19])=[C:15]([Cl:16])[N:10]3[N:9]=2)[CH:5]=[CH:6][CH:7]=1. Procedure details: A mixture of (S)-methyl 2-(2-(3-bromophenyl)-7-chloro-5-methylpyrazolo[1,5-a]pyrimidin-6-yl)-2-hydroxyacetate (7.81 g, 19.02 mmol), t-butylacetate (160 mL) in DCM (330 mL) was added perchloric acid (3.43 mL, 57.1 mmol) and the mixture was stirred at rt for 3 h. It was then quenched with sat.aq.NaHCO3 (adjusted to pH=7-8 by the addition of solid NaHCO3). This mixture was diluted with EtOAc and the organic phase was washed with water. The organic phase was dried (MgSO4), filtered, and concentrated... Starting materials: NC1=C(C=CC=C1)S(=O)(=O)N (2-aminobenzenesulfonamide), FC(C=1C=C(C=CC1)/C=C/S(=O)(=O)Cl)(F)F ((E)-2-(3-(trifluoromethyl)phenyl)ethenesulfonyl chloride). Product: FC(C=1C=C(C=CC1)/C=C/S(=O)(=O)NC1=C(C=CC=C1)S(=O)(=O)N)(F)F ((E)-2-(2-(3-(Trifluoromethyl)phenyl)vinylsulfonamido)benzenesulfonamide). Isolated yield 37.0%. Reaction SMILES: [NH2:1][C:2]1[CH:7]=[CH:6][CH:5]=[CH:4][C:3]=1[S:8]([NH2:11])(=[O:10])=[O:9].[F:12][C:13]([F:27])([F:26])[C:14]1[CH:15]=[C:16](/[CH:20]=[CH:21]/[S:22](Cl)(=[O:24])=[O:23])[CH:17]=[CH:18][CH:19]=1>>[F:27][C:13]([F:12])([F:26])[C:14]1[CH:15]=[C:16](/[CH:20]=[CH:21]/[S:22]([NH:1][C:2]2[CH:7]=[CH:6][CH:5]=[CH:4][C:3]=2[S:8]([NH2:11])(=[O:9])=[O:10])(=[O:23])=[O:24])[CH:17]=[CH:18][CH:19]=1. Procedure details: The title compound was synthesized as described for Example 178 in 37% yield, starting from 2-aminobenzenesulfonamide and (E)-2-(3-(trifluoromethyl)phenyl)ethenesulfonyl chloride. Reactants: Cl, CC(C)CC(N)C(N)=O, CC(C)COC(=O)CCC=O. Product: CC(C)COC(=O)CCC1NC(=O)C(CC(C)C)N1. Reaction SMILES: [ClH:1].[NH2:2][CH:3]([CH2:4][CH:5]([CH3:6])[CH3:7])[C:8](=[O:9])[NH2:10].[O:11]=[CH:12][CH2:13][CH2:14][C:15](=[O:16])[O:17][CH2:18][CH:19]([CH3:20])[CH3:21]>>[NH:2]1[CH:3]([CH2:4][CH:5]([CH3:6])[CH3:7])[C:8](=[O:9])[NH:10][CH:12]1[CH2:13][CH2:14][C:15](=[O:16])[O:17][CH2:18][CH:19]([CH3:20])[CH3:21]. Starting materials: N1(CCCCC1)CC1=CC=2C(C3=CC(=CC=C3C2C=C1)CN1CCCCC1)O (2,7--bis(piperidinomethyl)fluorene-9-ol), Cl (hydrochloric acid). Reagents/catalysts: [Pd] (palladium on charcoal). Solvent: O (water). Conditions: time 45 minute. Product: N1(CCCCC1)CC1=CC=2CC3=CC(=CC=C3C2C=C1)CN1CCCCC1 (2,7-bis(piperidinomethyl)fluorene). RXN SMILES: [N:1]1([CH2:7][C:8]2[CH:20]=[CH:19][C:18]3[C:17]4[C:12](=[CH:13][C:14]([CH2:21][N:22]5[CH2:27][CH2:26][CH2:25][CH2:24][CH2:23]5)=[CH:15][CH:16]=4)[CH:11](O)[C:10]=3[CH:9]=2)[CH2:6][CH2:5][CH2:4][CH2:3][CH2:2]1.Cl>[Pd].O>[N:1]1([CH2:7][C:8]2[CH:20]=[CH:19][C:18]3[C:17]4[C:12](=[CH:13][C:14]([CH2:21][N:22]5[CH2:23][CH2:24][CH2:25][CH2:26][CH2:27]5)=[CH:15][CH:16]=4)[CH2:11][C:10]=3[CH:9]=2)[CH2:6][CH2:5][CH2:4][CH2:3][CH2:2]1. Procedure: A mixture of 6.15 g (0.016 mole) of 2,7--bis(piperidinomethyl)fluorene-9-ol, 12.1 ml of 10% hydrochloric acid, sufficient deionized water to bring the total volume to 150 ml, and 3.0 g of 10% palladium on charcoal catalyst is placed in a Paar hydrogenation apparatus and hydrogenated at room temperature for a period of 2 hours and 45 minutes. The resulting mixture is filtered and sufficient 20% sodium hydroxide solution is added to render the mixture basic to phenolphthalein indicator. The reacti...